This data is from the Open Reaction Database (ORD), a public repository of structured organic reaction records. The task is: describe an organic reaction: reactants, conditions, products, and yield The reactants are CCOC(=O)c1ccc2c(c1)[nH]c1c(C(N)=O)ccc(-c3cccc(NC(=O)c4ccc(F)cc4)c3C)c12, CCO, Cl, [Na+], [OH-]. The product is Cc1c(NC(=O)c2ccc(F)cc2)cccc1-c1ccc(C(N)=O)c2[nH]c3cc(C(=O)O)ccc3c12. As a reaction SMILES: [C:1]([NH2:2])(=[O:3])[c:4]1[cH:5][cH:6][c:7](-[c:22]2[c:23]([CH3:38])[c:24]([NH:28][C:29]([c:30]3[cH:31][cH:32][c:33]([F:36])[cH:34][cH:35]3)=[O:37])[cH:25][cH:26][cH:27]2)[c:8]2[c:9]3[cH:10][cH:11][c:12]([C:17](=[O:18])[O:19][CH2:20][CH3:21])[cH:13][c:14]3[nH:15][c:16]12.[CH3:42][CH2:43][OH:44].[ClH:41].[Na+:40].[OH-:39]>>[C:1]([NH2:2])(=[O:3])[c:4]1[cH:5][cH:6][c:7](-[c:22]2[c:23]([CH3:38])[c:24]([NH:28][C:29]([c:30]3[cH:31][cH:32][c:33]([F:36])[cH:34][cH:35]3)=[O:37])[cH:25][cH:26][cH:27]2)[c:8]2[c:9]3[cH:10][cH:11][c:12]([C:17](=[O:18])[OH:19])[cH:13][c:14]3[nH:15][c:16]12. Starting materials: COC(=O)CCC(C)(c1ccc2cc(OC3CCC(C(C)(C)C)CC3)ccc2c1)[N+](=O)[O-], CC(c1ccc2c(C(F)(F)F)c(OC3CCC(C(C)(C)C)CC3)ccc2c1)[N+](=O)[O-]. Yields the product COC(=O)CCC(C)(c1ccc2c(C(F)(F)F)c(OC3CCC(C(C)(C)C)CC3)ccc2c1)[N+](=O)[O-]. As a reaction SMILES: [C:1]([CH3:2])([CH3:3])([CH3:4])[CH:5]1[CH2:6][CH2:7][CH:8]([O:11][c:12]2[cH:13][c:14]3[cH:15][cH:16][c:17]([C:22]([CH2:23][CH2:24][C:25](=[O:26])[O:27][CH3:28])([CH3:29])[N+:30](=[O:31])[O-:32])[cH:18][c:19]3[cH:20][cH:21]2)[CH2:9][CH2:10]1.[C:33]([CH:34]1[CH2:35][CH2:36][CH:37]([O:38][c:39]2[cH:40][cH:41][c:42]3[c:43]([cH:44][cH:45][c:46]([CH:47]([N+:48]([O-:49])=[O:50])[CH3:51])[cH:52]3)[c:53]2[C:59]([F:60])([F:61])[F:62])[CH2:54][CH2:55]1)([CH3:56])([CH3:57])[CH3:58]>>[C:1]([CH3:2])([CH3:3])([CH3:4])[CH:5]1[CH2:6][CH2:7][CH:8]([O:11][c:12]2[c:13]([C:59]([F:60])([F:61])[F:62])[c:14]3[cH:15][cH:16][c:17]([C:22]([CH2:23][CH2:24][C:25](=[O:26])[O:27][CH3:28])([CH3:29])[N+:30](=[O:31])[O-:32])[cH:18][c:19]3[cH:20][cH:21]2)[CH2:9][CH2:10]1.